From a dataset of the Open Reaction Database (ORD), a public repository of structured organic reaction records. describe an organic reaction: reactants, conditions, products, and yield The reactants are ClC=1C(=C2C(=NC1)NC(=N2)C2=C(C=C(C=C2)OC)C2CCNCC2)N[C@H]2[C@H]([C@@H]1C=C[C@H]2C1)C(=O)N ((1S,2S,3R,4R)-3-[6-Chloro-2-(4-methoxy-2-piperidin-4-yl-phenyl)-3H-imidazo[4,5-b]pyridine-7-ylamino]-bicyclo[2.2.1]hept-5-ene-2-carboxylic acid amide), ClC=1C(=C2C(=NC1)NC(=N2)C2=C(C=C(C=C2)OC)C2CCNCC2)N[C@H]2[C@H]([C@@H]1C=C[C@H]2C1)C(=O)N ((1S,2S,3R,4R)-3-[6-Chloro-2-(4-methoxy-2-piperidin-4-yl-phenyl)-3H-imidazo[4,5-b]pyridine-7-ylamino]-bicyclo[2.2.1]hept-5-ene-2-carboxylic acid amide), O1[C@@H](C1)CO ((R)-1-oxiranyl-methanol). The solvent is CO (methanol). Yields the product ClC=1C(=C2C(=NC1)NC(=N2)C2=C(C=C(C=C2)OC)C2CCN(CC2)C[C@@H](CO)O)NC2C(C1C=CC2C1)C(=O)N (3-(6-Chloro-2-{2-[1-((S)-2,3-dihydroxypropyl)-piperidin-4-yl]-4-methoxy-phenyl}-3H-imidazo[4,5-b]pyridin-7-ylamino)-bicyclo[2.2.1]hept-5-ene-2-carboxylic acid amide). As a reaction SMILES: [Cl:1][C:2]1[C:3]([NH:25][C@@H:26]2[C@@H:31]3[CH2:32][C@@H:28]([CH:29]=[CH:30]3)[C@@H:27]2[C:33]([NH2:35])=[O:34])=[C:4]2[N:10]=[C:9]([C:11]3[CH:16]=[CH:15][C:14]([O:17][CH3:18])=[CH:13][C:12]=3[CH:19]3[CH2:24][CH2:23][NH:22][CH2:21][CH2:20]3)[NH:8][C:5]2=[N:6][CH:7]=1.[O:36]1[CH2:38][C@H:37]1[CH2:39][OH:40]>CO>[Cl:1][C:2]1[C:3]([NH:25][CH:26]2[CH:31]3[CH2:32][CH:28]([CH:29]=[CH:30]3)[CH:27]2[C:33]([NH2:35])=[O:34])=[C:4]2[N:10]=[C:9]([C:11]3[CH:16]=[CH:15][C:14]([O:17][CH3:18])=[CH:13][C:12]=3[CH:19]3[CH2:20][CH2:21][N:22]([CH2:38][C@H:37]([OH:36])[CH2:39][OH:40])[CH2:23][CH2:24]3)[NH:8][C:5]2=[N:6][CH:7]=1. Procedure details: (1S,2S,3R,4R)-3-[6-Chloro-2-(4-methoxy-2-piperidin-4-yl-phenyl)-3H-imidazo[4,5-b]pyridine-7-ylamino]-bicyclo[2.2.1]hept-5-ene-2-carboxylic acid amide (Compound XXX) (60 mg, 0.1 mmol) was stirred with (R)-1-oxiranyl-methanol (14.0 mg, 1.5 mmol) in methanol (5 mL) in a sealed tube overnight. The reaction was concentrated and the product purified by reverse phase chromatography (Gilson). Desired fractions were collected, combined, and lyophilized to afford the title compound as a white lyophilate (...